From a dataset of the Open Reaction Database (ORD), a public repository of structured organic reaction records. describe an organic reaction: reactants, conditions, products, and yield Reactants: residue, Br (hydrobromic acid), ClC1=CC=C(C=C1)C1(CCC1)C1NCCC2=CC(=C(C=C12)OC)OC (1-[1-(4-chlorophenyl)cyclobutyl]-6,7-dimethoxy-1,2,3,4-tetrahydroisoquinoline), C(C)I (ethyl iodide), C([O-])([O-])=O.[K+].[K+] (potassium carbonate). Solvent: petroleum ether, C(C)N(CC)CC (triethylamine), C(C)(=O)O (acetic acid), CC(=O)C (acetone). Yields the product Br.ClC1=CC=C(C=C1)C1(CCC1)C1N(CCC2=CC(=C(C=C12)O)O)CC (1-[1-(4-chlorophenyl)cyclobutyl]-2-ethyl-6,7-dihydroxy-1,2,3,4-tetrahydroisoquinoline hydrobromide). As a reaction SMILES: [Cl:1][C:2]1[CH:7]=[CH:6][C:5]([C:8]2([CH:12]3[C:21]4[C:16](=[CH:17][C:18]([O:24]C)=[C:19]([O:22]C)[CH:20]=4)[CH2:15][CH2:14][NH:13]3)[CH2:11][CH2:10][CH2:9]2)=[CH:4][CH:3]=1.[CH2:26](I)[CH3:27].C(=O)([O-])[O-].[K+].[K+].[BrH:35]>C(O)(=O)C.C(N(CC)CC)C.CC(C)=O>[BrH:35].[Cl:1][C:2]1[CH:3]=[CH:4][C:5]([C:8]2([CH:12]3[C:21]4[C:16](=[CH:17][C:18]([OH:24])=[C:19]([OH:22])[CH:20]=4)[CH2:15][CH2:14][N:13]3[CH2:26][CH3:27])[CH2:9][CH2:10][CH2:11]2)=[CH:6][CH:7]=1 |f:2.3.4,9.10|. Reported procedure: A mixture of 1-[1-(4-chlorophenyl)cyclobutyl]-6,7-dimethoxy-1,2,3,4-tetrahydroisoquinoline (7.29 g prepared as described in Example 50), ethyl iodide (1.76 ml), anhydrous potassium carbonate (5.52 g) and acetone (100 ml) was heated under reflux for 16 hours. The reaction mixture was filtered and the solvent was removed by evaporation to give a residue which was digested with a 9:1 mixture of petroleum ether and triethylamine. The solution was filtered and the solvent removed to give a residue. A... Reactants: C(C)(=O)OC1=C(C=C(C=CC(=O)Cl)C=C1)OC (4-acetoxy-3-methoxycinnamoyl chloride), NC1CCC(CC1)C(=O)OCC (ethyl 4-amino-1-cyclohexanecarboxylate). Solvent: N1=CC=CC=C1 (pyridine). The product is C(C)(=O)OC1=C(C=C(C=CC(=O)NC2CCC(CC2)C(=O)OCC)C=C1)OC (ethyl 4-(4-acetoxy-3-methoxycinnamamido)-1-cyclohexanecarboxylate). Yield: 60.2%. As a reaction SMILES: [C:1]([O:4][C:5]1[CH:15]=[CH:14][C:8]([CH:9]=[CH:10][C:11](Cl)=[O:12])=[CH:7][C:6]=1[O:16][CH3:17])(=[O:3])[CH3:2].[NH2:18][CH:19]1[CH2:24][CH2:23][CH:22]([C:25]([O:27][CH2:28][CH3:29])=[O:26])[CH2:21][CH2:20]1>N1C=CC=CC=1>[C:1]([O:4][C:5]1[CH:15]=[CH:14][C:8]([CH:9]=[CH:10][C:11]([NH:18][CH:19]2[CH2:20][CH2:21][CH:22]([C:25]([O:27][CH2:28][CH3:29])=[O:26])[CH2:23][CH2:24]2)=[O:12])=[CH:7][C:6]=1[O:16][CH3:17])(=[O:3])[CH3:2]. Procedure: Using 2.5 g of 4-acetoxy-3-methoxycinnamoyl chloride, 3.7 g of ethyl 4-amino-1-cyclohexanecarboxylate described in the literature [V. Skaric, M. Kovacevic, and D. Skaric, J. Chem. Soc. Perkin I, 1199-1201 (1976)], and 100 ml of pyridine, a reaction similar to that conducted in Example 53 was carried out. As a result, 2.3 g of ethyl 4-(4-acetoxy-3-methoxycinnamamido)-1-cyclohexanecarboxylate (a compound of the present invention) was obtained as pale yellowish white crystal, which had the followin... Starting materials: COC(C1=C(C=CC(=C1)Br)C)=O (5-Bromo-2-methyl benzoic acid methyl ester), BrC1=CC=C(C=C1)[N+](=O)[O-] (1-bromo-4-nitrobenzene), C([O-])([O-])=O.[Cs+].[Cs+] (cesium carbonate), B1(OC(C(O1)(C)C)(C)C)B2OC(C(O2)(C)C)(C)C (bis(pinacolato)diboron), C(C)(=O)[O-].[K+] (potassium acetate). Reagents/catalysts: C(C)(=O)[O-].[Pd+2].C(C)(=O)[O-] (palladium acetate), C=1C=CC(=CC1)[P](C=2C=CC=CC2)(C=3C=CC=CC3)[Pd]([P](C=4C=CC=CC4)(C=5C=CC=CC5)C=6C=CC=CC6)([P](C=7C=CC=CC7)(C=8C=CC=CC8)C=9C=CC=CC9)[P](C=1C=CC=CC1)(C=1C=CC=CC1)C=1C=CC=CC1 (Pd(PPh3)4). The solvent is O (water), C(C)(=O)OCC (ethyl acetate), CN(C)C=O (DMF). Run at temperature 80 celsius. Product: CC1=C(C=C(C=C1)C1=CC=C(C=C1)[N+](=O)[O-])C(=O)OC (Methyl 4-methyl-4′-nitrobiphenyl-3-carboxylate). RXN SMILES: [CH3:1][O:2][C:3](=[O:12])[C:4]1[CH:9]=[C:8](Br)[CH:7]=[CH:6][C:5]=1[CH3:11].B1(B2OC(C)(C)C(C)(C)O2)OC(C)(C)C(C)(C)O1.C([O-])(=O)C.[K+].Br[C:37]1[CH:42]=[CH:41][C:40]([N+:43]([O-:45])=[O:44])=[CH:39][CH:38]=1.C(=O)([O-])[O-].[Cs+].[Cs+]>CN(C=O)C.O.C(OCC)(=O)C.C([O-])(=O)C.[Pd+2].C([O-])(=O)C.C1C=CC([P]([Pd]([P](C2C=CC=CC=2)(C2C=CC=CC=2)C2C=CC=CC=2)([P](C2C=CC=CC=2)(C2C=CC=CC=2)C2C=CC=CC=2)[P](C2C=CC=CC=2)(C2C=CC=CC=2)C2C=CC=CC=2)(C2C=CC=CC=2)C2C=CC=CC=2)=CC=1>[CH3:11][C:5]1[CH:6]=[CH:7][C:8]([C:37]2[CH:42]=[CH:41][C:40]([N+:43]([O-:45])=[O:44])=[CH:39][CH:38]=2)=[CH:9][C:4]=1[C:3]([O:2][CH3:1])=[O:12] |f:2.3,5.6.7,11.12.13,^1:76,78,97,116|. Procedure details: The compound of example 2 (0.592 g, 0.0026 mol, 1.0 eq), bis(pinacolato)diboron (0.711 g, 0.0028 mol, 1.05 eq), palladium acetate (17.4 mg, 0.0007 mol, 3 mol % eq) and potassium acetate (0.765 g, 0.0078 mol, 3 eq) were taken in 10 mL of dry DMF. The mixture was degassed by gently bubbling argon through it for 30 min at room temperature. The mixture was then heated at 80° C. under argon atmosphere until completion of reaction (3 h). After completion of reaction, the reaction mixture was cooled to...